From a dataset of the Open Reaction Database (ORD), a public repository of structured organic reaction records. describe an organic reaction: reactants, conditions, products, and yield Reactants: C(C)OC=1C=C(CN2CCC(CC2)NC=2C=C(C#N)C=CN2)C=CC1C (2-[1-(3-Ethoxy-4-methyl-benzyl)-piperidin-4-ylamino]-isonicotinonitrile), Cl.Cl.N1CCC(CC1)NC=1C=C(C#N)C=CN1 (2-(piperidin-4-ylamino)-isonicotinonitrile dihydrochloride), ClC1=C(C=C(C=O)C=C1)OCC (4-chloro-3-ethoxy-benzaldehyde), ClC1=C(C=C(C=O)C=C1)OCC (4-chloro-3-ethoxy-benzaldehyde). The product is ClC1=C(C=C(CN2CCC(CC2)NC=2C=C(C#N)C=CN2)C=C1)OCC (2-[1-(4-Chloro-3-ethoxy-benzyl)-piperidin-4-ylamino]-isonicotinonitrile). As a reaction SMILES: [CH2:1]([O:3][C:4]1[CH:5]=[C:6]([CH:23]=[CH:24][C:25]=1C)[CH2:7][N:8]1[CH2:13][CH2:12][CH:11]([NH:14][C:15]2[CH:16]=[C:17]([CH:20]=[CH:21][N:22]=2)[C:18]#[N:19])[CH2:10][CH2:9]1)[CH3:2].Cl.Cl.N1CCC(NC2C=C(C=CN=2)C#N)CC1.[Cl:44]C1C=CC(C=O)=CC=1OCC>>[Cl:44][C:25]1[CH:24]=[CH:23][C:6]([CH2:7][N:8]2[CH2:13][CH2:12][CH:11]([NH:14][C:15]3[CH:16]=[C:17]([CH:20]=[CH:21][N:22]=3)[C:18]#[N:19])[CH2:10][CH2:9]2)=[CH:5][C:4]=1[O:3][CH2:1][CH3:2] |f:1.2.3|. Procedure details: The title compound was prepared in analogy to the synthesis of 2-[1-(3-ethoxy-4-methyl-benzyl)-piperidin-4-ylamino]-isonicotinonitrile (example 189) from 2-(piperidin-4-ylamino)-isonicotinonitrile dihydrochloride (intermediate B15) and 4-chloro-3-ethoxy-benzaldehyde (intermediate E2) in a yield of 3.8 mg (6%). MS (ISP): 371.1 [M+H]+. The reactants are C(C)OCC(=O)O (ethoxyacetic acid), NC1=CC=C(N=N1)N1CCN(CC1)C(=O)C1=C(C=CC=C1)C(F)(F)F ([4-(6-aminopyridazin-3-yl)piperazin-1-yl](2-trifluoromethylphenyl)methanone). The product is C(C)OCC(=O)NC=1N=NC(=CC1)N1CCN(CC1)C(C1=C(C=CC=C1)C(F)(F)F)=O (2-ETHOXY-N-{6-[4-(2-TRIFLUOROMETHYLBENZOYL)PIPERAZIN-1-YL]PYRIDAZIN-3-YL}-ACETAMIDE), solid. Isolated yield 67.0%. RXN SMILES: [CH2:1]([O:3][CH2:4][C:5]([OH:7])=O)[CH3:2].[NH2:8][C:9]1[N:14]=[N:13][C:12]([N:15]2[CH2:20][CH2:19][N:18]([C:21]([C:23]3[CH:28]=[CH:27][CH:26]=[CH:25][C:24]=3[C:29]([F:32])([F:31])[F:30])=[O:22])[CH2:17][CH2:16]2)=[CH:11][CH:10]=1>>[CH2:1]([O:3][CH2:4][C:5]([NH:8][C:9]1[N:14]=[N:13][C:12]([N:15]2[CH2:16][CH2:17][N:18]([C:21](=[O:22])[C:23]3[CH:28]=[CH:27][CH:26]=[CH:25][C:24]=3[C:29]([F:32])([F:31])[F:30])[CH2:19][CH2:20]2)=[CH:11][CH:10]=1)=[O:7])[CH3:2]. Reported procedure: Following the procedure of Example 2, making variations only as required to use ethoxyacetic acid in place of benzyloxyacetic acid to react with [4-(6-aminopyridazin-3-yl)piperazin-1-yl](2-trifluoromethylphenyl)methanone, the title compound was obtained as a yellow solid (67% yield). 1H NMR (300 MHz, CDCl3) δ 9.18, 8.35, 7.75, 7.63, 7.56, 7.37, 7.04, 4.08, 4.04-3.88, 3.70-3.64, 3.60-3.58, 3.35-3.33, 1.31. MS (ES+) m/z 438.4 (M+1). Reactants: ClCCC(=O)N1CCCC1 (1-(β-Chloropropionyl) pyrrolidine), [S-]C#N.[K+] (potassium thiocyanate). The solvent is C(C)O (ethanol). The product is S(C#N)CCC(=O)N1CCCC1 (1-(β-thiocyanopropionyl) pyrrolidine). As a reaction SMILES: Cl[CH2:2][CH2:3][C:4]([N:6]1[CH2:10][CH2:9][CH2:8][CH2:7]1)=[O:5].[S-:11][C:12]#[N:13].[K+]>C(O)C>[S:11]([CH2:2][CH2:3][C:4]([N:6]1[CH2:10][CH2:9][CH2:8][CH2:7]1)=[O:5])[C:12]#[N:13] |f:1.2|. Procedure: 1-(β-Chloropropionyl) pyrrolidine (16 grams; 0.1 mol), potassium thiocyanate (18 grams; 0.2 mol) and ethanol (100 ml) are charged into a glass reaction flask equipped with a mechanical stirrer and reflux condenser. The reaction mixture is then heated at reflux for a period of about 6 hours. After this time the reaction mixture is cooled and filtered. The filtrate is stripped of solvent and the residue is extracted with benzene. The benzene extract is evaporated under reduced pressure to yield 1-... RXN SMILES: [C:14]([CH3:15])([CH3:16])([CH3:17])[Si:18]([CH3:19])([CH3:20])[Cl:21].[CH3:22][N:23]([CH3:24])[CH:25]=[O:26].[OH2:27].[OH:6][c:7]1[cH:8][cH:9][c:10]([OH:11])[cH:12][cH:13]1.[nH:1]1[cH:2][cH:3][n:4][cH:5]1>>[O:6]([c:7]1[cH:8][cH:9][c:10]([OH:11])[cH:12][cH:13]1)[Si:18]([C:14]([CH3:15])([CH3:16])[CH3:17])([CH3:19])[CH3:20]. Product: CC(C)(C)[Si](C)(C)Oc1ccc(O)cc1. Reactants: CC(C)(C)[Si](C)(C)Cl, CN(C)C=O, O, Oc1ccc(O)cc1, c1c[nH]cn1. Starting materials: ClC1=CC=C(CNC(=C[N+](=O)[O-])SC)C=C1 (1-(4-chlorobenzyl)amino-1-methylthio-2-nitroethylene), CNC (dimethylamine). Run in CCO (EtOH), CCO (EtOH). The product is ClC1=CC=C(CNC(=C[N+](=O)[O-])N(C)C)C=C1 (1-(4-Chlorobenzyl)amino-1-dimethylamino-2-nitroethylene). Yield: 47.3%. As a reaction SMILES: [Cl:1][C:2]1[CH:16]=[CH:15][C:5]([CH2:6][NH:7][C:8](SC)=[CH:9][N+:10]([O-:12])=[O:11])=[CH:4][CH:3]=1.[CH3:17][NH:18][CH3:19]>CCO>[Cl:1][C:2]1[CH:16]=[CH:15][C:5]([CH2:6][NH:7][C:8]([N:18]([CH3:19])[CH3:17])=[CH:9][N+:10]([O-:12])=[O:11])=[CH:4][CH:3]=1. Procedure: In 100 ml of EtOH was dissolved 2.59 g (0.01 mole) of 1-(4-chlorobenzyl)amino-1-methylthio-2-nitroethylene with heating. Then, with refluxing and stirring, a solution of 2.25 g of 50% aqueous dimethylamine solution in 10 ml of EtOH was added dropwise over a period of 35 minutes. After completion of dropwise addition, the mixture was further stirred and refluxed for 2.5 hours. The solvent was then distilled off and the residue was diluted with ether and triturated, whereupon crystals separated. A...